From a dataset of the Open Reaction Database (ORD), a public repository of structured organic reaction records. describe an organic reaction: reactants, conditions, products, and yield Starting materials: NC1=C(CN(C(C(=O)OC(C)(C)C)CO)S(=O)(=O)C2=CC=C(C=C2)OC)C=CC=C1 (2-[(2-aminobenzyl)-(4-methoxybenzenesulfonyl)amino]-3-hydroxypropionic acid, tert-butyl ester), FC(C(=O)O)(F)F (trifluoroacetic acid). The solvent is C(Cl)Cl (CH2Cl2). Yields the product NC1=C(CN(C(C(=O)O)CO)S(=O)(=O)C2=CC=C(C=C2)OC)C=CC=C1 (2-[(2-Aminobenzyl)-(4-methoxybenzenesulfonyl)amino]-3-hydroxypropionic acid). Yield: 53.5%. As a reaction SMILES: [NH2:1][C:2]1[CH:30]=[CH:29][CH:28]=[CH:27][C:3]=1[CH2:4][N:5]([S:16]([C:19]1[CH:24]=[CH:23][C:22]([O:25][CH3:26])=[CH:21][CH:20]=1)(=[O:18])=[O:17])[CH:6]([CH2:14][OH:15])[C:7]([O:9]C(C)(C)C)=[O:8].FC(F)(F)C(O)=O>C(Cl)Cl>[NH2:1][C:2]1[CH:30]=[CH:29][CH:28]=[CH:27][C:3]=1[CH2:4][N:5]([S:16]([C:19]1[CH:24]=[CH:23][C:22]([O:25][CH3:26])=[CH:21][CH:20]=1)(=[O:18])=[O:17])[CH:6]([CH2:14][OH:15])[C:7]([OH:9])=[O:8]. Procedure details: A solution of 0.75 g (1.72 mmol) of 2-[(2-aminobenzyl)-(4-methoxybenzenesulfonyl)amino]-3-hydroxypropionic acid, tert-butyl ester and 6 ml of trifluoroacetic acid in 6 ml of CH2Cl2 was stirred at room temperature for 3 hours and then concentrated to dryness under vacuum. To the residue was added H2O, CH2Cl2 and 1N NaOH until the aqueous layer reached pH 8. The aqueous layer was then separated, acidified with 2 N citric acid and extracted with ethyl acetate. The extract was washed with H2O, brine... Starting materials: [C-]#[N+]CC(=O)N(CC)CC, CO, O=Cc1ccc(F)cc1, [K+], [OH-]. The product is CCN(CC)C(=O)C1N=COC1c1ccc(F)cc1. Reaction SMILES: [CH2:12]([CH3:13])[N:14]([C:15]([CH2:16][N+:17]#[C-:18])=[O:19])[CH2:20][CH3:21].[CH3:22][OH:23].[F:3][c:4]1[cH:5][cH:6][c:7]([CH:8]=[O:9])[cH:10][cH:11]1.[K+:2].[OH-:1]>>[F:3][c:4]1[cH:5][cH:6][c:7]([CH:8]2[O:9][CH:18]=[N:17][CH:16]2[C:15]([N:14]([CH2:12][CH3:13])[CH2:20][CH3:21])=[O:19])[cH:10][cH:11]1.